Dataset: the Open Reaction Database (ORD), a public repository of structured organic reaction records. Task: describe an organic reaction: reactants, conditions, products, and yield Starting materials: CSC(=C1C(C2=CC(=CC=C2C(C1=O)(CCC)CCC)F)=O)SC (2-[bis(methylthio)methylene]-7-fluoro-4,4-dipropylnaphthalene-1,3(2H,4 H)-dione), NC1=C(C=C(C=C1)OCC1=CC=CC=C1)S(=O)(=O)N (2-amino-5-(benzyloxy)benzenesulfonamide), CSC(=C1C(C2=CC=CC=C2C(C1=O)(CCCC)CCCC)=O)SC (2-[bis(methylsulfanyl)methylene]-4,4-dibutyl-1,3(2H,4 H)-naphthalenedione), NC1=C(C=CC=C1)S(=O)(=O)N (2-aminobenzenesulfonamide). Product: O=S1(N=C(NC2=C1C=CC=C2)C=2C(C(C1=CC=C(C=C1C2O)F)(CCC)CCC)=O)=O (3-(1,1-dioxido-4H-1,2,4-benzothiadiazin-3-yl)-6-fluoro-4-hydroxy-1,1-dipropylnaphthalen-2(1 H)-one). RXN SMILES: CS[C:3](SC)=[C:4]1[C:13](=[O:14])[C:12]([CH2:18][CH2:19][CH3:20])([CH2:15][CH2:16][CH3:17])[C:11]2[C:6](=[CH:7][C:8]([F:21])=[CH:9][CH:10]=2)[C:5]1=[O:22].CSC(SC)=C1C(=O)C(CCCC)(CCCC)C2C(=CC=CC=2)C1=O.[NH2:50][C:51]1[CH:56]=[CH:55][CH:54]=[CH:53][C:52]=1[S:57]([NH2:60])(=[O:59])=[O:58].NC1C=CC(OCC2C=CC=CC=2)=CC=1S(N)(=O)=O>>[O:58]=[S:57]1(=[O:59])[C:52]2[CH:53]=[CH:54][CH:55]=[CH:56][C:51]=2[NH:50][C:3]([C:4]2[C:13](=[O:14])[C:12]([CH2:18][CH2:19][CH3:20])([CH2:15][CH2:16][CH3:17])[C:11]3[C:6]([C:5]=2[OH:22])=[CH:7][C:8]([F:21])=[CH:9][CH:10]=3)=[N:60]1. Reported procedure: The title compound was prepared according to the procedure of Example 5D, substituting the compound of Example 14H for the compound of Example 5C, and also substituting 2-aminobenzenesulfonamide for the compound of Example 2D. 1H NMR (300 MHz, DMSO-d6): δ 0.58 (m, 2 H) 0.67 (m, 6 H) 0.93 (m, 2 H) 2.01 (m, 2 H) 2.17 (m, 2 H) 7.72 (m, 7 H) 13.48 (s, 1-H).